describe an organic reaction: reactants, conditions, products, and yield From a dataset of the Open Reaction Database (ORD), a public repository of structured organic reaction records. Reactants: ClC1=CC=C(C=C1)SC1=C(N=C(O1)C1=CC=CC=C1)C1=CC=C(C(=O)O)C=C1 (4-{5-[(4-chlorophenyl)thio]-2-phenyl-1,3-oxazol-4-yl}benzoic acid), C[Si](C)(C)C=[N+]=[N-] (Trimethylsilyl diazomethane). Run in CO (MeOH), C(Cl)Cl (DCM). Yields the product ClC1=CC=C(C=C1)SC1=C(N=C(O1)C1=CC=CC=C1)C1=CC=C(C(=O)OC)C=C1 (methyl 4-{5-[(4-chlorophenyl)thio]-2-phenyl-1,3-oxazol-4-yl}benzoate). As a reaction SMILES: [Cl:1][C:2]1[CH:7]=[CH:6][C:5]([S:8][C:9]2[O:13][C:12]([C:14]3[CH:19]=[CH:18][CH:17]=[CH:16][CH:15]=3)=[N:11][C:10]=2[C:20]2[CH:28]=[CH:27][C:23]([C:24]([OH:26])=[O:25])=[CH:22][CH:21]=2)=[CH:4][CH:3]=1.[CH3:29][Si](C=[N+]=[N-])(C)C>CO.C(Cl)Cl>[Cl:1][C:2]1[CH:7]=[CH:6][C:5]([S:8][C:9]2[O:13][C:12]([C:14]3[CH:19]=[CH:18][CH:17]=[CH:16][CH:15]=3)=[N:11][C:10]=2[C:20]2[CH:21]=[CH:22][C:23]([C:24]([O:26][CH3:29])=[O:25])=[CH:27][CH:28]=2)=[CH:4][CH:3]=1. Reported procedure: 4-{5-[(4-chlorophenyl)thio]-2-phenyl-1,3-oxazol-4-yl}benzoic acid from Step A (32 mg, 0.077 mmol) was dissolved in MeOH (0.5 mL) and DCM (0.5 mL). Trimethylsilyl diazomethane (2.0 M in ether) was slowly added at 0° C. until a yellow color persisted. The volatiles were evaporated to give methyl 4-{5-[(4-chlorophenyl)thio]-2-phenyl-1,3-oxazol-4-yl}benzoate which was used without further purification. LCMS: m/z 421.1 (M+H)+. Reactants: Cl.BrC1=CC=C(C(O)=N)C=C1 (4-bromobenzimidate hydrogen chloride), N (ammonia). Solvent: C(C)O (ethanol). Run at time 8 hour. Product: Cl.BrC1=CC=C(C(=N)N)C=C1 (4-bromobenzamidine hydrogen chloride). As a reaction SMILES: [ClH:1].[Br:2][C:3]1[CH:11]=[CH:10][C:6]([C:7](=[NH:9])O)=[CH:5][CH:4]=1.[NH3:12]>C(O)C>[ClH:1].[Br:2][C:3]1[CH:11]=[CH:10][C:6]([C:7]([NH2:12])=[NH:9])=[CH:5][CH:4]=1 |f:0.1,4.5|. Reported procedure: 86 g (0.32) of 4-bromobenzimidate hydrogen chloride was added to 240 cm3 of ethanol saturated with gaseous ammonia and stirred at room temperature overnight. Approximately one-half of the volume of the ethanol was distilled off and the residual solution was recrystallized to yield 57 g (0.24 mol) of 4-bromobenzamidine hydrogen chloride.